Dataset: the Open Reaction Database (ORD), a public repository of structured organic reaction records. Task: describe an organic reaction: reactants, conditions, products, and yield The reactants are C1CCC2=NCCCN2CC1, COc1nc(C)nc(NC(=O)Oc2ccccc2)n1, CC#N, Cl, COC(=O)c1ccn(C)c1S(N)(=O)=O, O. The product is COC(=O)c1ccn(C)c1S(=O)(=O)NC(=O)Nc1nc(C)nc(OC)n1. As a reaction SMILES: [CH2:34]1[CH2:35][CH2:36][C:37]2=[N:42][CH2:41][CH2:40][CH2:39][N:38]2[CH2:43][CH2:44]1.[CH3:15][O:16][c:17]1[n:18][c:19]([NH:24][C:25]([O:26][c:28]2[cH:29][cH:30][cH:31][cH:32][cH:33]2)=[O:27])[n:20][c:21]([CH3:23])[n:22]1.[CH3:46][C:47]#[N:48].[ClH:45].[NH2:1][S:2](=[O:3])(=[O:4])[c:5]1[n:6]([CH3:14])[cH:7][cH:8][c:9]1[C:10](=[O:11])[O:12][CH3:13].[OH2:49]>>[NH:1]([S:2](=[O:3])(=[O:4])[c:5]1[n:6]([CH3:14])[cH:7][cH:8][c:9]1[C:10](=[O:11])[O:12][CH3:13])[C:25]([NH:24][c:19]1[n:18][c:17]([O:16][CH3:15])[n:22][c:21]([CH3:23])[n:20]1)=[O:26]. The reactants are [Cl-], Cc1c(Cl)ccc([N+](=O)[O-])c1N, Cl. Product: Cc1c(Cl)ccc(N)c1N. Reaction SMILES: [Cl-:13].[Cl:1][c:2]1[c:3]([CH3:12])[c:4]([NH2:5])[c:6]([N+:9]([O-:10])=[O:11])[cH:7][cH:8]1.[ClH:14]>>[Cl:1][c:2]1[c:3]([CH3:12])[c:4]([NH2:5])[c:6]([NH2:9])[cH:7][cH:8]1.